This data is from the Open Reaction Database (ORD), a public repository of structured organic reaction records. The task is: describe an organic reaction: reactants, conditions, products, and yield The reactants are CCO, NC1CC1, CC(=O)N(C1=C(Cl)C(=O)c2c(cnn2C)C1=O)C1CC1. Yields the product CC(=O)N(C1=C(NC2CC2)C(=O)c2c(cnn2C)C1=O)C1CC1. Reaction SMILES: [CH3:25][CH2:26][OH:27].[CH:21]1([NH2:24])[CH2:22][CH2:23]1.[Cl:1][C:2]1=[C:3]([N:14]([CH:15]2[CH2:16][CH2:17]2)[C:18]([CH3:19])=[O:20])[C:4](=[O:13])[c:5]2[cH:6][n:7][n:8]([CH3:12])[c:9]2[C:10]1=[O:11]>>[C:2]1([NH:24][CH:21]2[CH2:22][CH2:23]2)=[C:3]([N:14]([CH:15]2[CH2:16][CH2:17]2)[C:18]([CH3:19])=[O:20])[C:4](=[O:13])[c:5]2[cH:6][n:7][n:8]([CH3:12])[c:9]2[C:10]1=[O:11]. Starting materials: N1(N=CC2=CC=CC=C12)CC1=CC(=C(C=C1)O)[N+](=O)[O-] (4-((1H-Indazol-1-yl)methyl)-2-nitrophenol), substituted-2-nitrophenols, C1(=CC=CC=C1)O (phenol), COC(C(C)Br)=O (methyl-2-bromopropanoate). Product: N1(N=CC2=CC=CC=C12)CC1=CC(=C(OC(C(=O)OC)C)C=C1)[N+](=O)[O-] (Methyl 2-(4-((1H-indazol-1-yl)methyl)-2-nitrophenoxy)propanoate). RXN SMILES: [N:1]1([CH2:10][C:11]2[CH:16]=[CH:15][C:14]([OH:17])=[C:13]([N+:18]([O-:20])=[O:19])[CH:12]=2)[C:9]2[C:4](=[CH:5][CH:6]=[CH:7][CH:8]=2)[CH:3]=[N:2]1.C1(O)C=CC=CC=1.[CH3:28][O:29][C:30](=[O:34])[CH:31](Br)[CH3:32]>>[N:1]1([CH2:10][C:11]2[CH:16]=[CH:15][C:14]([O:17][CH:31]([CH3:32])[C:30]([O:29][CH3:28])=[O:34])=[C:13]([N+:18]([O-:20])=[O:19])[CH:12]=2)[C:9]2[C:4](=[CH:5][CH:6]=[CH:7][CH:8]=2)[CH:3]=[N:2]1. Reported procedure: Using 4-((1H-indazol-1-yl)methyl)-2-nitrophenol 345A as the phenol and methyl-2-bromopropanoate as the alkylating agent in the general procedure for alkylation of substituted-2-nitrophenols gives the title compound as a light yellow solid: ESI-MS: m/z 356.2 (M+H)+. Starting materials: S1CSCCC1 (1,3-dithiane), C(CCC)[Li] (n-butyllithium), C(CC=C)[Si](F)(C1=CC=CC=C1)C1=CC=CC=C1 ((3-Buten-1-yl)diphenylfluorosilane). The solvent is C1CCOC1 (THF), C1CCOC1 (THF). Reaction conditions: time 2 hour. Yields the product C(CC=C)[Si](C1=CC=CC=C1)(C1=CC=CC=C1)C1SCCCS1 ((3-Buten-1-yl)(1,3-dithian-2-yl)diphenylsilane). Reaction SMILES: [S:1]1[CH2:6][CH2:5][CH2:4][S:3][CH2:2]1.C([Li])CCC.[CH2:12]([Si:16]([C:24]1[CH:29]=[CH:28][CH:27]=[CH:26][CH:25]=1)([C:18]1[CH:23]=[CH:22][CH:21]=[CH:20][CH:19]=1)F)[CH2:13][CH:14]=[CH2:15]>C1COCC1>[CH2:12]([Si:16]([CH:2]1[S:3][CH2:4][CH2:5][CH2:6][S:1]1)([C:24]1[CH:29]=[CH:28][CH:27]=[CH:26][CH:25]=1)[C:18]1[CH:19]=[CH:20][CH:21]=[CH:22][CH:23]=1)[CH2:13][CH:14]=[CH2:15]. Procedure: To a solution of 1,3-dithiane (6.77 g, 56.3 mmol) in THF (120 mL) at −78° C. was added dropwise over 10 min n-butyllithium (1.6 M in hexane, 50 mmol), and the solution was stirred for 2 h under argon. A solution of 31 (11.1 g, 43.3 mmol) in THF (100 mL) was added, the mixture was stirred for 3 h at −78° C., and overnight at rt. The reaction mixture was quenched with water (100 mL) and the organic layer isolated. The aqueous layer was extracted with two 100-mL portions of ethyl ether. The combine... Starting materials: C[C@@H](CC)CS(=O)(=O)[O-] ((S)-(+)-2-butylmethanesulfonate), ice water, S(O)(O)(=O)=O (sulfuric acid), OC1=CC=C(OCC(=O)OC)C=C1 (methyl 4-hydroxyphenoxyacetate), C([O-])([O-])=O.[K+].[K+] (potassium carbonate). The solvent is CN(C)C=O (DMF), O (water), CN(C)C=O (DMF). Reaction conditions: time 40 minute. The product is C[C@H](CC)OC1=CC=C(OCC(=O)OC)C=C1 (methyl (R)-(-)-4-(1-methylpropoxy)phenoxyacetate). As a reaction SMILES: [OH:1][C:2]1[CH:13]=[CH:12][C:5]([O:6][CH2:7][C:8]([O:10][CH3:11])=[O:9])=[CH:4][CH:3]=1.C(=O)([O-])[O-].[K+].[K+].[CH3:20][C@H:21](CS([O-])(=O)=O)[CH2:22][CH3:23].S(=O)(=O)(O)O>CN(C=O)C.O>[CH3:20][C@@H:21]([O:1][C:2]1[CH:3]=[CH:4][C:5]([O:6][CH2:7][C:8]([O:10][CH3:11])=[O:9])=[CH:12][CH:13]=1)[CH2:22][CH3:23] |f:1.2.3|. Procedure details: A mixture of methyl 4-hydroxyphenoxyacetate (25.50 g, 140.0 mmol) and potassium carbonate (18.67 g, 135.0 mmol) in 70 ml of DMF is heated to 75°, with stirring, for 40 min. The above methanesulfonate (10.66 g, 70.0 mmol) in 5 ml of DMF is added slowly over 5 min. The reaction mixture is allowed to stand at 60° overnight. To the cooled reaction mixture is added ice water, followed by cold sulfuric acid to bring it to pH 4-5. Additional water is added and the mixture is extracted with ether (3×). ... Reactants: O=C1C(SCC1)C(=O)OC (methyl 3-oxo-2,3,4,5-tetrahydrothiophene-2-carboxylate), C(CCCC)C=1C=C(C=C(O)C1)O (5-(1-pentyl)resorcinol). Yields the product OC1=CC(=CC2=C1C1=C(C(O2)=O)SCC1)CCCCC (1,2-dihydro-9-hydroxy-4-oxo-7-(1-pentyl)-4H-thieno[2,3-c] [1]benzopyran). Reaction SMILES: O=[C:2]1[CH2:6][CH2:5][S:4][CH:3]1[C:7]([O:9][CH3:10])=[O:8].[CH2:11]([C:16]1[CH:17]=C(O)[CH:19]=[C:20]([CH:22]=1)[OH:21])[CH2:12][CH2:13][CH2:14][CH3:15]>>[OH:21][C:20]1[C:19]2[C:2]3[CH2:6][CH2:5][S:4][C:3]=3[C:7](=[O:8])[O:9][C:10]=2[CH:17]=[C:16]([CH2:11][CH2:12][CH2:13][CH2:14][CH3:15])[CH:22]=1. Reported procedure: Following a procedure similar to that described in Example 1B hereinabove, methyl 3-oxo-2,3,4,5-tetrahydrothiophene-2-carboxylate is reacted with 5-(1-pentyl)resorcinol to give 1,2-dihydro-9-hydroxy-4-oxo-7-(1-pentyl)-4H-thieno[2,3-c] [1]benzopyran. The reactants are FC=1C(=C(C2=C(C(C=C(O2)C2=CC(=C(C=C2)NC(C(C)(C)C)=O)F)=O)C1NC(C(C)(C)C)=O)F)CO (6,8-difluoro-2-(3-fluoro-4-pivaloylaminophenyl)-7-hydroxymethyl-5-pivaloylamino-4H-1-benzopyran-4-one), C(C)(=O)O (acetic acid), ice water. Run in S(O)(O)(=O)=O (sulfuric acid). Conditions: temperature 100 celsius, time 35 minute. Product: C(C)(=O)OCC1=C(C2=C(C(C=C(O2)C2=CC(=C(C=C2)N)F)=O)C(=C1F)N)F (7-Acetoxymethyl-5-amino-2-(4-amino-3-fluorophenyl)-6,8-difluoro-4H-1-benzopyran-4-one). Yield: 54.0%. As a reaction SMILES: [F:1][C:2]1[C:3]([CH2:35][OH:36])=[C:4]([F:34])[C:5]2[O:10][C:9]([C:11]3[CH:16]=[CH:15][C:14]([NH:17]C(=O)C(C)(C)C)=[C:13]([F:24])[CH:12]=3)=[CH:8][C:7](=[O:25])[C:6]=2[C:26]=1[NH:27]C(=O)C(C)(C)C.[C:37](O)(=[O:39])[CH3:38]>S(=O)(=O)(O)O>[C:37]([O:36][CH2:35][C:3]1[C:2]([F:1])=[C:26]([NH2:27])[C:6]2[C:7](=[O:25])[CH:8]=[C:9]([C:11]3[CH:16]=[CH:15][C:14]([NH2:17])=[C:13]([F:24])[CH:12]=3)[O:10][C:5]=2[C:4]=1[F:34])(=[O:39])[CH3:38]. Reported procedure: 6.02 g (11.9 mmol) of 6,8-difluoro-2-(3-fluoro-4-pivaloylaminophenyl)-7-hydroxymethyl-5-pivaloylamino-4H-1-benzopyran-4-one obtained in Example 118 (4) was dissolved in a mixed solvent of 160 mL of acetic acid and 40 mL of concentrated sulfuric acid and the solution was stirred at 100° C. for 35 minutes. The reaction solution was cooled on ice, poured into ice water and the mixture was extracted twice with ethyl acetate. The organic layer was washed twice with a 1N aqueous solution of sodium hyd...